From a dataset of the Open Reaction Database (ORD), a public repository of structured organic reaction records. describe an organic reaction: reactants, conditions, products, and yield The reactants are NCCOCCO (2-(2-Aminoethoxy)ethanol), 4-(4,6-dimethoxy-1,3,5-triazin-2-yl)-4-methylmorpholinium chloride n-hydrate, C(=O)(OC(C)(C)C)N(C)CC(=O)O (BOC-sarcosine). Solvent: C(C)O (ethanol). Conditions: time 8 hour. Product: C(C)(C)(C)OC(N(C)CC(NCCOCCO)=O)=O ({[2-(2-hydroxy-ethoxy)-ethylcarbamoyl]-methyl}-methyl-carbamic acid tert-butyl ester). Reaction SMILES: [C:1]([N:8]([CH2:10][C:11]([OH:13])=O)[CH3:9])([O:3][C:4]([CH3:7])([CH3:6])[CH3:5])=[O:2].[NH2:14][CH2:15][CH2:16][O:17][CH2:18][CH2:19][OH:20]>C(O)C>[C:4]([O:3][C:1](=[O:2])[N:8]([CH2:10][C:11](=[O:13])[NH:14][CH2:15][CH2:16][O:17][CH2:18][CH2:19][OH:20])[CH3:9])([CH3:5])([CH3:6])[CH3:7]. Procedure: BOC-sarcosine (900 mg, 4.76 mmol) was dissolved in ethanol (10 ml). 2-(2-Aminoethoxy)ethanol (0.477 ml, 4.76 mmol) and 4-(4,6-dimethoxy-1,3,5-triazin-2-yl)-4-methylmorpholinium chloride n-hydrate (DMT-MM) (1.79 g, 5.71 mmol) were added and the mixture was stirred at room temperature overnight. The reaction solution was concentrated under reduced pressure, and water was added to the resulting residue, followed by extraction with ethyl acetate. The organic layer was washed with water and saturated... Reported procedure: A 46.88 gm (0.236 mole) quantity of 1-chloro-4-hydrazino5,6,7,8-tetrahydrophthalazine was added to 450 ml of methanol. A 40.8 gm quantity of sodium acetate and 25.0 gm of cyanogen bromide was added and the mixture was stirred on a warm plate for 30 minutes. Yellow crystals appeared immediately. The mixture was allowed to sit for 3 days. The resulting solid was filtered, washed with ether, and dried, yielding 44.85 gm of 3-amino-6-chloro-7,8,9,10-tetrahydro-1,2,4-triazolo[3,4-a]phthalazine; mp 22... Run at time 30 minute. The reactants are C(C)(=O)[O-].[Na+] (sodium acetate), N#CBr (cyanogen bromide), ClC1=NN=C(C=2CCCCC12)NN (1-chloro-4-hydrazino5,6,7,8-tetrahydrophthalazine). Product: NC1=NN=C2N1N=C(C=1CCCCC21)Cl (3-amino-6-chloro-7,8,9,10-tetrahydro-1,2,4-triazolo[3,4-a]phthalazine). Run in CO (methanol). RXN SMILES: [Cl:1][C:2]1[C:11]2[CH2:10][CH2:9][CH2:8][CH2:7][C:6]=2[C:5]([NH:12][NH2:13])=[N:4][N:3]=1.C([O-])(=O)C.[Na+].[N:19]#[C:20]Br>CO>[NH2:19][C:20]1[N:4]2[N:3]=[C:2]([Cl:1])[C:11]3[CH2:10][CH2:9][CH2:8][CH2:7][C:6]=3[C:5]2=[N:12][N:13]=1 |f:1.2|.